describe an organic reaction: reactants, conditions, products, and yield From a dataset of the Open Reaction Database (ORD), a public repository of structured organic reaction records. Reactants: C(C)C(C(NS(=O)(=O)C1=CC2=C(N=C(S2)SCCCCCC)C=C1)P([O-])([O-])=O)(C1=CC=CC=C1)CC ((±)-diethyl-1-[(2-(n-hexylthio)benzthiazol-6-sulfonyl)amino]-2-phenylethylphosphonate), C(C)C(C(NS(=O)(=O)C1=CC2=C(N=C(S2)SCC2CCCCC2)C=C1)P([O-])([O-])=O)(C1=CC=CC=C1)CC ((±)-diethyl-1-[(2-(cyclohexylmethylthio)benzthiazol-6-sulfonyl)amino]-2-phenylethylphosphonate). Product: C(CCC)SC=1SC2=C(N1)C=CC(=C2)S(=O)(=O)NC(CC2=CC=CC=C2)P(O)(O)=O ((±)-1-[(2-(n-butylthio) benzthiazol-6-sulfonyl)amino]-2-phenylethyl Phosphonic Acid). Reaction SMILES: C([C:3](CC)([C:29]1[CH:34]=[CH:33][CH:32]=[CH:31][CH:30]=1)[CH:4]([P:25](=[O:28])([O-:27])[O-:26])[NH:5][S:6]([C:9]1[CH:24]=[CH:23][C:12]2[N:13]=[C:14]([S:16][CH2:17][CH2:18][CH2:19][CH2:20]CC)[S:15][C:11]=2[CH:10]=1)(=[O:8])=[O:7])C.C(C(CC)(C1C=CC=CC=1)C(P(=O)([O-])[O-])NS(C1C=CC2N=C(SCC3CCCCC3)SC=2C=1)(=O)=O)C>>[CH2:17]([S:16][C:14]1[S:15][C:11]2[CH:10]=[C:9]([S:6]([NH:5][CH:4]([P:25](=[O:26])([OH:27])[OH:28])[CH2:3][C:29]3[CH:34]=[CH:33][CH:32]=[CH:31][CH:30]=3)(=[O:7])=[O:8])[CH:24]=[CH:23][C:12]=2[N:13]=1)[CH2:18][CH2:19][CH3:20]. Procedure details: The following titled compounds were prepared in a similar manner as above, except for employing (±)-diethyl-1-[(2-(n-hexylthio)benzthiazol-6-sulfonyl)amino]-2-phenylethylphosphonate (0.05 g, 0.087 mmol) and (±)-diethyl-1-[(2-(cyclohexylmethylthio)benzthiazol-6-sulfonyl)amino]-2-phenylethylphosphonate (0.05 g, 0.0858 mmol) prepared in Example 35 as starting materials. Starting materials: COC(=O)C(=O)OC, CN(C)C=O, O=C1NCc2cccnc2N1c1ccc(F)cc1, [H-], [H][H], [Na+], O. Product: CN1Cc2cccnc2N(c2ccc(F)cc2)C1=O. Reaction SMILES: [C:23]([O:24][CH3:25])(=[O:26])[C:27]([O:28][CH3:29])=[O:30].[CH3:32][N:33]([CH3:34])[CH:35]=[O:36].[F:1][c:2]1[cH:3][cH:4][c:5]([N:8]2[C:9](=[O:18])[NH:10][CH2:11][c:12]3[c:13]2[n:14][cH:15][cH:16][cH:17]3)[cH:6][cH:7]1.[H-:19].[H:21][H:22].[Na+:20].[OH2:31]>>[F:1][c:2]1[cH:3][cH:4][c:5]([N:8]2[C:9](=[O:18])[N:10]([CH3:23])[CH2:11][c:12]3[c:13]2[n:14][cH:15][cH:16][cH:17]3)[cH:6][cH:7]1.